From a dataset of the Open Reaction Database (ORD), a public repository of structured organic reaction records. describe an organic reaction: reactants, conditions, products, and yield Yields the product C(\C=C/C(=O)OC)(=O)OC (di-methyl maleate). Starting materials: C1(\C=C/C(=O)O1)=O (maleic anhydride), C(\C=C/C(=O)[O-])(=O)OC (mono-methyl maleate), C1(\C=C/C(=O)O1)=O (maleic anhydride), C(\C=C/C(=O)O)(=O)O (maleic acid), mono-ester. Procedure: A butane oxidation reactor produces 100 moles per hour of maleic anhydride, of which 40 kmols are condensed by cooling the gases in condensers. The remaining 60 moles per hour are recovered as a 50 wt % aqueous solution of maleic acid from an absorber. This is fed to an evaporation system to concentrate the solution of maleic acid. The concentrated solution is fed to a dehydration reactor system to produce a stream of crude maleic anhydride. This maleic anhydride, together with the crude maleic ... Reaction SMILES: [C:1]1(=O)OC(=O)C=C1.C(O)(=O)/C=C\C(O)=O.[C:16]([O:23][CH3:24])(=[O:22])/[CH:17]=[CH:18]\[C:19]([O-:21])=[O:20]>CO>[C:19]([O:21][CH3:1])(=[O:20])/[CH:18]=[CH:17]\[C:16]([O:23][CH3:24])=[O:22]. Run in CO (methanol), CO (methanol).